From a dataset of the Open Reaction Database (ORD), a public repository of structured organic reaction records. describe an organic reaction: reactants, conditions, products, and yield Starting materials: CN1CCCC1=O, COc1cc(N2CCN(C(=O)CCl)CC2)ccc1Cl, O=c1[nH]c2cc(Cl)ccc2o1, [K+], [K+], O=C([O-])[O-]. Product: COc1cc(N2CCN(C(=O)Cn3c(=O)oc4ccc(Cl)cc43)CC2)ccc1Cl. As a reaction SMILES: [CH3:37][N:38]1[CH2:39][CH2:40][CH2:41][C:42]1=[O:43].[Cl:1][CH2:2][C:3](=[O:4])[N:5]1[CH2:6][CH2:7][N:8]([c:11]2[cH:12][c:13]([O:18][CH3:19])[c:14]([Cl:17])[cH:15][cH:16]2)[CH2:9][CH2:10]1.[Cl:20][c:21]1[cH:22][cH:23][c:24]2[c:25]([nH:26][c:27](=[O:29])[o:28]2)[cH:30]1.[K+:31].[K+:32].[O-:33][C:34]([O-:35])=[O:36]>>[CH2:2]([C:3](=[O:4])[N:5]1[CH2:6][CH2:7][N:8]([c:11]2[cH:12][c:13]([O:18][CH3:19])[c:14]([Cl:17])[cH:15][cH:16]2)[CH2:9][CH2:10]1)[n:26]1[c:25]2[c:24]([cH:23][cH:22][c:21]([Cl:20])[cH:30]2)[o:28][c:27]1=[O:29]. The reactants are COc1cc2c(Oc3ccc(C)cc3C(=O)c3ccccc3)ccnc2cc1OCC1CO1, CN1CCNCC1, CN(C)C=O, O. Yields the product COc1cc2c(Oc3ccc(C)cc3C(=O)c3ccccc3)ccnc2cc1OCC(O)CN1CCN(C)CC1. As a reaction SMILES: [CH3:1][O:2][c:3]1[cH:4][c:5]2[c:6]([O:18][c:19]3[c:20]([C:26](=[O:27])[c:28]4[cH:29][cH:30][cH:31][cH:32][cH:33]4)[cH:21][c:22]([CH3:25])[cH:23][cH:24]3)[cH:7][cH:8][n:9][c:10]2[cH:11][c:12]1[O:13][CH2:14][CH:15]1[O:16][CH2:17]1.[CH3:34][N:35]1[CH2:36][CH2:37][NH:38][CH2:39][CH2:40]1.[CH3:42][N:43]([CH3:44])[CH:45]=[O:46].[OH2:41]>>[CH3:1][O:2][c:3]1[cH:4][c:5]2[c:6]([O:18][c:19]3[c:20]([C:26](=[O:27])[c:28]4[cH:29][cH:30][cH:31][cH:32][cH:33]4)[cH:21][c:22]([CH3:25])[cH:23][cH:24]3)[cH:7][cH:8][n:9][c:10]2[cH:11][c:12]1[O:13][CH2:14][CH:15]([OH:16])[CH2:17][N:38]1[CH2:37][CH2:36][N:35]([CH3:34])[CH2:40][CH2:39]1. Starting materials: C1(CC1)CN(C1=CC(=C(C#N)C=C1)C(F)(F)F)CCO (4-[(cyclopropylmethyl)(2-hydroxyethyl)amino]-2-(trifluoromethyl)benzonitrile), COC1=CC=C(C=C1)O (4-methoxyphenol). Product: C1(CC1)CN(C1=CC(=C(C#N)C=C1)C(F)(F)F)CCOC1=CC=C(C=C1)OC (4-[(Cyclopropylmethyl)(2-{[4-(methyloxy)phenyl]oxy}ethyl)amino]-2-(trifluoromethyl)benzonitrile). As a reaction SMILES: [CH:1]1([CH2:4][N:5]([CH2:18][CH2:19][OH:20])[C:6]2[CH:13]=[CH:12][C:9]([C:10]#[N:11])=[C:8]([C:14]([F:17])([F:16])[F:15])[CH:7]=2)[CH2:3][CH2:2]1.[CH3:21][O:22][C:23]1[CH:28]=[CH:27][C:26](O)=[CH:25][CH:24]=1>>[CH:1]1([CH2:4][N:5]([CH2:18][CH2:19][O:20][C:26]2[CH:27]=[CH:28][C:23]([O:22][CH3:21])=[CH:24][CH:25]=2)[C:6]2[CH:13]=[CH:12][C:9]([C:10]#[N:11])=[C:8]([C:14]([F:16])([F:17])[F:15])[CH:7]=2)[CH2:2][CH2:3]1. Procedure details: Synthesized as described in Example 1C from 4-[(cyclopropylmethyl)(2-hydroxyethyl)amino]-2-(trifluoromethyl)benzonitrile and 4-methoxyphenol: MS (APCI) m/z 391 (M+1). The reactants are Cl (hydrogen chloride), S1C(=CC=C1)CCNC(C#N)C1=C(C=CC=C1)Cl ([2-(2-thienyl)ethylamino](2-chorophenyl)acetonitrile), ( I ), CO (methanol). Solvent: C(C)(=O)OCC (ethyl acetate). Reaction conditions: temperature 47.5 celsius, time 20 minute. Yields the product Cl.S1C(=CC=C1)CCNC(C(=O)N)C1=C(C=CC=C1)Cl ([2-(2-Thienyl)etylamino](2-chlorophenyl)acetamide hydrochloride). Reaction SMILES: Cl.[S:2]1[CH:6]=[CH:5][CH:4]=[C:3]1[CH2:7][CH2:8][NH:9][CH:10]([C:13]1[CH:18]=[CH:17][CH:16]=[CH:15][C:14]=1[Cl:19])[C:11]#[N:12].C[OH:21]>C(OCC)(=O)C>[ClH:19].[S:2]1[CH:6]=[CH:5][CH:4]=[C:3]1[CH2:7][CH2:8][NH:9][CH:10]([C:13]1[CH:18]=[CH:17][CH:16]=[CH:15][C:14]=1[Cl:19])[C:11]([NH2:12])=[O:21] |f:4.5|. Procedure: Into 700 ml ethyl acetate at 0-10° C. 109.8 g (3 mol) of hydrogen chloride gas was introduced and to the solution 83 g (0.3 mol) of the [2-(2-thienyl)ethylamino](2-chorophenyl)acetonitrile of formula (I), prepared according to Example 1. or 2., and 15 ml (0.37 mol) of methanol are added and the mixture is slowly, in a period of 20 minutes, heated to 45-50° C. The reaction mixture is then stirred at 45-50° C. for 4 hours, the crystalline product is filtered off at room temperature, washed with et... Starting materials: ClCCl, CN(C)c1ccncc1, COc1c([O-])ccc2c(=O)c(-c3ccc(Cl)cc3)c(C(C)C)oc12, COc1c(O)ccc2c(=O)c(-c3ccc(Cl)cc3)c(C(C)C)oc12, O=S(=O)(OS(=O)(=O)C(F)(F)F)C(F)(F)F, [H-], [Na+], [Na+], C1CCOC1, c1ccncc1. Product: COc1c(OS(=O)(=O)C(F)(F)F)ccc2c(=O)c(-c3ccc(Cl)cc3)c(C(C)C)oc12. As a reaction SMILES: [CH2:73]([Cl:74])[Cl:75].[CH3:81][N:82]([CH3:83])[c:84]1[cH:85][cH:86][n:87][cH:88][cH:89]1.[Cl:16][c:17]1[cH:18][cH:19][c:20](-[c:23]2[c:24]([CH:37]([CH3:38])[CH3:39])[o:25][c:26]3[c:27]([O:35][CH3:36])[c:28]([O-:34])[cH:29][cH:30][c:31]3[c:32]2=[O:33])[cH:21][cH:22]1.[Cl:41][c:42]1[cH:43][cH:44][c:45](-[c:46]2[c:47](=[O:48])[c:49]3[c:50]([c:51]([O:52][CH3:53])[c:54]([OH:55])[cH:56][cH:57]3)[o:58][c:59]2[CH:60]([CH3:61])[CH3:62])[cH:63][cH:64]1.[F:1][C:2]([S:3](=[O:4])(=[O:5])[O:6][S:7]([C:8]([F:9])([F:10])[F:11])(=[O:12])=[O:13])([F:14])[F:15].[H-:65].[Na+:40].[Na+:66].[O:76]1[CH2:77][CH2:78][CH2:79][CH2:80]1.[cH:67]1[cH:68][cH:69][n:70][cH:71][cH:72]1>>[F:1][C:2]([S:3](=[O:4])(=[O:5])[O:6][c:28]1[c:27]([O:35][CH3:36])[c:26]2[o:25][c:24]([CH:37]([CH3:38])[CH3:39])[c:23](-[c:20]3[cH:19][cH:18][c:17]([Cl:16])[cH:22][cH:21]3)[c:32](=[O:33])[c:31]2[cH:30][cH:29]1)([F:14])[F:15]. Reactants: C1CCOC1, CO, CCOC(=O)c1sc(N2CCC(NC(=O)c3nc(Cl)c(CC)[nH]3)C(OCCF)C2)nc1C, [Li+], [OH-]. Yields the product CCc1[nH]c(C(=O)NC2CCN(c3nc(C)c(C(=O)O)s3)CC2OCCF)nc1Cl. Reaction SMILES: [CH2:37]1[O:38][CH2:39][CH2:40][CH2:41]1.[CH3:35][OH:36].[Cl:1][c:2]1[n:3][c:4]([C:9](=[O:10])[NH:11][CH:12]2[CH:13]([O:29][CH2:30][CH2:31][F:32])[CH2:14][N:15]([c:18]3[s:19][c:20]([C:24](=[O:25])[O:26][CH2:27][CH3:28])[c:21]([CH3:23])[n:22]3)[CH2:16][CH2:17]2)[nH:5][c:6]1[CH2:7][CH3:8].[Li+:33].[OH-:34]>>[Cl:1][c:2]1[n:3][c:4]([C:9](=[O:10])[NH:11][CH:12]2[CH:13]([O:29][CH2:30][CH2:31][F:32])[CH2:14][N:15]([c:18]3[s:19][c:20]([C:24](=[O:25])[OH:26])[c:21]([CH3:23])[n:22]3)[CH2:16][CH2:17]2)[nH:5][c:6]1[CH2:7][CH3:8]. The reactants are [Br-], CCC1CC(=O)C=CN1C(=O)OC(C)(C)C, CC[Mg+], [Cu]I, N#N, C1CCOC1. Product: CCC1CC(=O)CC(CC)N1C(=O)OC(C)(C)C. Reaction SMILES: [Br-:3].[C:7]([CH3:8])([CH3:9])([CH3:10])[O:11][C:12](=[O:13])[N:14]1[CH:15]([CH2:21][CH3:22])[CH2:16][C:17](=[O:20])[CH:18]=[CH:19]1.[CH2:4]([CH3:5])[Mg+:6].[Cu:23][I:24].[N:1]#[N:2].[O:25]1[CH2:26][CH2:27][CH2:28][CH2:29]1>>[CH2:4]([CH3:5])[CH:19]1[N:14]([C:12]([O:11][C:7]([CH3:8])([CH3:9])[CH3:10])=[O:13])[CH:15]([CH2:21][CH3:22])[CH2:16][C:17](=[O:20])[CH2:18]1. The reactants are ClC=1N=NC(=C(C1C1=CC=C(C=C1)Cl)C1=CC=C(C=C1)Cl)Cl (3,6-dichloro-4,5-bis(4-chlorophenyl)pyridazine), O.NN (hydrazine hydrate). Run in N1=CC=CC=C1 (pyridine). Run at temperature 120 celsius, time 4 hour. Product: ClC=1N=NC(=C(C1C1=CC=C(C=C1)Cl)C1=CC=C(C=C1)Cl)NN (chloro-4,5-bis(4-chlorophenyl)-6-hydrazinylpyridazine). Isolated yield 99.6%. As a reaction SMILES: [Cl:1][C:2]1[N:3]=[N:4][C:5](Cl)=[C:6]([C:15]2[CH:20]=[CH:19][C:18]([Cl:21])=[CH:17][CH:16]=2)[C:7]=1[C:8]1[CH:13]=[CH:12][C:11]([Cl:14])=[CH:10][CH:9]=1.O.[NH2:24][NH2:25]>N1C=CC=CC=1>[Cl:1][C:2]1[N:3]=[N:4][C:5]([NH:24][NH2:25])=[C:6]([C:15]2[CH:16]=[CH:17][C:18]([Cl:21])=[CH:19][CH:20]=2)[C:7]=1[C:8]1[CH:13]=[CH:12][C:11]([Cl:14])=[CH:10][CH:9]=1 |f:1.2|. Reported procedure: To a round bottom flask was added 3,6-dichloro-4,5-bis(4-chlorophenyl)pyridazine (1.55 gm, 4.201 mmol), pyridine(10 ml) and hydrazine hydrate (617 mg, 12.602 mmol). The reaction was stirred at 120° C. for 4 hrs. After this time, the reaction mixture was concentrated to near dryness. To the resulting residue was added water (50 ml) and a solid formed. The solid was collected by filtration to give product -chloro-4,5-bis(4-chlorophenyl)-6-hydrazinylpyridazine as a beige solid (1.53 gm, 99% yield)....